This data is from the Open Reaction Database (ORD), a public repository of structured organic reaction records. The task is: describe an organic reaction: reactants, conditions, products, and yield Reactants: CN1CCNCC1, CCO, O=[N+]([O-])c1ccc(F)c(F)c1, CN1CCN(c2ccc([N+](=O)[O-])cc2F)CC1. The product is CN1CCN(c2ccc(N)cc2F)CC1. RXN SMILES: [CH3:1][N:2]1[CH2:3][CH2:4][NH:5][CH2:6][CH2:7]1.[CH3:36][CH2:37][OH:38].[F:25][c:26]1[cH:27][c:28]([N+:29]([O-:30])=[O:31])[cH:32][cH:33][c:34]1[F:35].[F:8][c:9]1[c:10]([N:18]2[CH2:19][CH2:20][N:21]([CH3:24])[CH2:22][CH2:23]2)[cH:11][cH:12][c:13]([N+:15]([O-:16])=[O:17])[cH:14]1>>[F:8][c:9]1[c:10]([N:18]2[CH2:19][CH2:20][N:21]([CH3:24])[CH2:22][CH2:23]2)[cH:11][cH:12][c:13]([NH2:15])[cH:14]1. Starting materials: COC(C1=CN=C(C(=C1)Br)Cl)=O (5-bromo-6-chloro-nicotinic acid methyl ester), COCCO (2-methoxy-ethanol), FC(C1=CC=C(C=C1)B(O)O)(F)F (4-trifluoromethylphenylboronic acid), N[C@H]1[C@@H](CCCC1)O ((1R,2R)-2-amino-cyclohexanol). Product: O[C@H]1[C@@H](CCCC1)NC(C1=CN=C(C(=C1)C1=CC=C(C=C1)C(F)(F)F)OCCOC)=O (N-((1R,2R)-2-Hydroxy-cyclohexyl)-6-(2-methoxy-ethoxy)-5-(4-trifluoromethyl-phenyl)-nicotinamide). As a reaction SMILES: CO[C:3](=[O:12])[C:4]1[CH:9]=[C:8](Br)[C:7](Cl)=[N:6][CH:5]=1.[F:13][C:14]([F:25])([F:24])[C:15]1[CH:20]=[CH:19][C:18](B(O)O)=[CH:17][CH:16]=1.[NH2:26][C@@H:27]1[CH2:32][CH2:31][CH2:30][CH2:29][C@H:28]1[OH:33].[CH3:34][O:35][CH2:36][CH2:37][OH:38]>>[OH:33][C@@H:28]1[CH2:29][CH2:30][CH2:31][CH2:32][C@H:27]1[NH:26][C:3](=[O:12])[C:4]1[CH:9]=[C:8]([C:18]2[CH:19]=[CH:20][C:15]([C:14]([F:25])([F:24])[F:13])=[CH:16][CH:17]=2)[C:7]([O:38][CH2:37][CH2:36][O:35][CH3:34])=[N:6][CH:5]=1. Procedure details: The title compound was synthesized in analogy to the procedure described for the preparation of Example 23, using 5-bromo-6-chloro-nicotinic acid methyl ester, 2-methoxy-ethanol (commercially available), 4-trifluoromethylphenylboronic acid (commercially available) and (1R,2R)-2-amino-cyclohexanol (commercially available) as starting materials. MS (m/e): 439 (MH+). Reactants: B(F)(F)F.CCOCC (boron trifluoride-etherate), C1C=C(C2=CC=CC=C12)CCO (indene-3-ethanol), C(CC(=O)C)(=O)OC (methyl acetoacetate), B(F)(F)F.CCOCC (boron trifluoride-etherate). The solvent is C1=CC=CC=C1 (benzene). Reaction conditions: time 4 hour. Product: COC(CC1(OCCC2=C1CC=1C=CC=CC12)C)=O (1-methyl-1,3,4,9-tetrahydroindeno[2,1-c]pyran-1-acetic acid methyl ester). RXN SMILES: [CH2:1]1[C:9]2[C:4](=[CH:5][CH:6]=[CH:7][CH:8]=2)[C:3]([CH2:10][CH2:11][OH:12])=[CH:2]1.[C:13]([O:19][CH3:20])(=[O:18])[CH2:14][C:15]([CH3:17])=O.B(F)(F)F.CCOCC>C1C=CC=CC=1>[CH3:20][O:19][C:13](=[O:18])[CH2:14][C:15]1([CH3:17])[C:2]2[CH2:1][C:9]3[CH:8]=[CH:7][CH:6]=[CH:5][C:4]=3[C:3]=2[CH2:10][CH2:11][O:12]1 |f:2.3|. Procedure: To a solution of indene-3-ethanol (8 g) and methyl acetoacetate (6 g) in 250 ml of dry benzene containing hydrated alkali-aluminum silicate (Molecular Sieves No. 4, about 2 g) is added 1 ml of boron trifluoride-etherate and the mixture stirred at room temperature for 4 hr. An additional 1 ml of boron trifluoride-etherate is added, the reaction mixture is stirred at ambient temperature overnight and then heated at reflux for 1 hr. The hydrated alkali-aluminum silicate is collected and the filtrat...